Dataset: the Open Reaction Database (ORD), a public repository of structured organic reaction records. Task: describe an organic reaction: reactants, conditions, products, and yield Reactants: ethanolic solution, NN (hydrazine), FC1=CC=C(CC(=O)C2=C(C(=O)O)C=CC=C2)C=C1 (2-(4-fluorobenzyl carbonyl)benzoic acid). Conditions: time 5 hour. The product is FC1=CC=C(CC2=NN=C(C3=CC=CC=C23)O)C=C1 (4-(4-fluorobenzyl)-1-hydroxy-phthalazine). Reaction SMILES: [NH2:1][NH2:2].[F:3][C:4]1[CH:21]=[CH:20][C:7]([CH2:8][C:9]([C:11]2[CH:19]=[CH:18][CH:17]=[CH:16][C:12]=2[C:13](O)=[O:14])=O)=[CH:6][CH:5]=1>>[F:3][C:4]1[CH:21]=[CH:20][C:7]([CH2:8][C:9]2[C:11]3[C:12](=[CH:16][CH:17]=[CH:18][CH:19]=3)[C:13]([OH:14])=[N:2][N:1]=2)=[CH:6][CH:5]=1. Procedure: A 3 M ethanolic solution of hydrazine (20 ml, 60 mmol) is added to 2-(4-fluorobenzyl carbonyl)benzoic acid (5.5 g, 20 mmol), and the mixture is stirred at room temperature for 5 hours. Precipitation gives 4-(4-fluorobenzyl)-1-hydroxy-phthalazine. Yield: 60.4%. Run in O1CCCC1 (tetrahydrofuran), O1CCCC1 (tetrahydrofuran), O1CCCC1 (tetrahydrofuran). Reaction conditions: time 1 hour. The product is BrC=1C=C(C=CC1)C1(N=C(C2=CC=CC=C12)N)C1=CC=NC=C1 (1-(3-Bromophenyl)-1-pyridin-4-yl-1H-isoindol-3-amine). Starting materials: C(C)(C)(C)[Li] (tert-butyllithium), IC1=CC=NC=C1 (4-iodopyridine), BrC=1C=C(C=CC1)C(=NS(=O)C(C)(C)C)C1=C(C=CC=C1)C#N (N-[(3-bromophenyl)(2-cyanophenyl)methylene]-2-methylpropane-2-sulfinamide). Procedure details: To a solution of tert-butyllithium (1.7 M in pentane, 3.5 mL, 6.0 mmol) in tetrahydrofuran (20 mL) at −105° C. was a solution of 4-iodopyridine (0.68 g, 3.3 mmol) in tetrahydrofuran (10 mL) added drop wise. Next was a solution of N-[(3-bromophenyl)(2-cyanophenyl)methylene]-2-methylpropane-2-sulfinamide (1.2 g, 3.0 mmol) in tetrahydrofuran (10 mL) added. After 1 h at −105° C. was the reaction quenched by addition of water. The resulting mixture was partitioned between ethyl acetate and water, the... RXN SMILES: C([Li])(C)(C)C.I[C:7]1[CH:12]=[CH:11][N:10]=[CH:9][CH:8]=1.[Br:13][C:14]1[CH:15]=[C:16]([C:20]([C:28]2[CH:33]=[CH:32][CH:31]=[CH:30][C:29]=2[C:34]#[N:35])=[N:21]S(C(C)(C)C)=O)[CH:17]=[CH:18][CH:19]=1>O1CCCC1>[Br:13][C:14]1[CH:15]=[C:16]([C:20]2([C:7]3[CH:12]=[CH:11][N:10]=[CH:9][CH:8]=3)[C:28]3[C:29](=[CH:30][CH:31]=[CH:32][CH:33]=3)[C:34]([NH2:35])=[N:21]2)[CH:17]=[CH:18][CH:19]=1. Starting materials: C1C(CC2=CC=CC=C12)O (2-Indanol), CS(=O)(=O)Cl (Methylsulphonyl chloride). Run in N1=CC=CC=C1 (pyridine). Run at temperature 0 celsius, time 0.5 hour. Product: CS(=O)(=O)OC1CC2=CC=CC=C2C1 (2-methylsulphonyloxyindane). Yield: 89.6%. RXN SMILES: [CH2:1]1[C:9]2[C:4](=[CH:5][CH:6]=[CH:7][CH:8]=2)[CH2:3][CH:2]1[OH:10].[CH3:11][S:12](Cl)(=[O:14])=[O:13]>N1C=CC=CC=1>[CH3:11][S:12]([O:10][CH:2]1[CH2:3][C:4]2[C:9](=[CH:8][CH:7]=[CH:6][CH:5]=2)[CH2:1]1)(=[O:14])=[O:13]. Procedure details: 2-Indanol (1.34 g) in pyridine (5 ml) was stirred with cooling to 0° C. Methylsulphonyl chloride (1.38 g) was added dropwise while maintaining the temperature at 0°. The mixture was then allowed to warm to room temperature and was stirred for 0.5 hour. The mixture was then poured on to ice and immediately a white precipitate formed; the mixture was allowed to stand overnight. The precipitate was then filtered off, washed with water and air-dried to give 2-methylsulphonyloxyindane (1.9 g), m.p. 7... Starting materials: O=C1NOC(=C1)[C@@H]1C[C@@H](N(CC1)C(=O)OC)C1=CC=C(C=C1)C(F)(F)F ((2R,4S)-Methyl 4-(3-oxo-2,3-dihydroisoxazol-5-yl)-2-(4-(trifluoromethyl)phenyl)piperidine-1-carboxylate), Br (hydrogen bromide). Run at time 17 hour. Product: FC(C1=CC=C(C=C1)[C@@H]1NCC[C@@H](C1)C1=CC(NO1)=O)(F)F (5-((2R,4S)-2-(4-(trifluoromethyl)phenyl)piperidin-4-yl)isoxazol-3(2H)-one). Yield: 69.6%. As a reaction SMILES: [O:1]=[C:2]1[CH:6]=[C:5]([C@H:7]2[CH2:12][CH2:11][N:10](C(OC)=O)[C@@H:9]([C:17]3[CH:22]=[CH:21][C:20]([C:23]([F:26])([F:25])[F:24])=[CH:19][CH:18]=3)[CH2:8]2)[O:4][NH:3]1.Br>>[F:26][C:23]([F:24])([F:25])[C:20]1[CH:19]=[CH:18][C:17]([C@H:9]2[CH2:8][C@@H:7]([C:5]3[O:4][NH:3][C:2](=[O:1])[CH:6]=3)[CH2:12][CH2:11][NH:10]2)=[CH:22][CH:21]=1. Procedure details: (2R,4S)-Methyl 4-(3-oxo-2,3-dihydroisoxazol-5-yl)-2-(4-(trifluoromethyl)phenyl)piperidine-1-carboxylate (580 mg, 1.57 mmol) was dissolved in hydrogen bromide (33% in acetic acid, 12 mL, 68.52 mmol) and the mixture stirred at room temperature for 17 h. The solvent was evaporated and the residue purified by preparative HPLC (Instrument: FractionLynx II, Mobilphase: gradient 5-95% MeCN in 0.2% NH3, pH 10, Column: Xbridge Prep C18 5 μm OBD 19*150 mm) to yield 5-((2R,4S)-2-(4-(trifluoromethyl)phenyl)... The reactants are ClC1=NC=CC(=N1)C1=C(N=C(S1)N1CCCC1)C=1C=C(C=CC1)NS(=O)(=O)C1=C(C=CC=C1F)F (N-{3-[5-(2-Chloro-4-pyrimidinyl)-2-(1-pyrrolidinyl)-1,3-thiazol-4-yl]phenyl}-2,6-difluorobenzenesulfonamide), ClC1=NC=CC(=N1)\C=C(/O)\C=1C=C(C=CC1)NS(=O)(=O)C1=C(C=CC=C1F)F (N-{3-[(Z)-2-(2-chloro-4-pyrimidinyl)-1-hydroxyethenyl]phenyl}-2,6-difluorobenzenesulfonamide), CC(C(N)=S)(C)C (2,2-dimethylpropanethioamide). The product is ClC1=NC=CC(=N1)C1=C(N=C(S1)C(C)(C)C)C=1C=C(C=CC1)NS(=O)(=O)C1=C(C=CC=C1F)F (N-{3-[5-(2-Chloro-4-pyrimidinyl)-2-(1,1-dimethylethyl)-1,3-thiazol-4-yl]phenyl}-2,6-difluorobenzenesulfonamide). Yield: 53.3%. Reaction SMILES: [Cl:1][C:2]1[N:7]=[C:6]([C:8]2[S:12][C:11](N3CCCC3)=[N:10][C:9]=2[C:18]2[CH:19]=[C:20]([NH:24][S:25]([C:28]3[C:33]([F:34])=[CH:32][CH:31]=[CH:30][C:29]=3[F:35])(=[O:27])=[O:26])[CH:21]=[CH:22][CH:23]=2)[CH:5]=[CH:4][N:3]=1.ClC1N=C(/C=[C:44](/[C:46]2[CH:47]=C(NS(C3C(F)=CC=CC=3F)(=O)=O)C=C[CH:51]=2)\O)C=CN=1.CC(C)(C)C(=S)N>>[Cl:1][C:2]1[N:7]=[C:6]([C:8]2[S:12][C:11]([C:46]([CH3:47])([CH3:51])[CH3:44])=[N:10][C:9]=2[C:18]2[CH:19]=[C:20]([NH:24][S:25]([C:28]3[C:29]([F:35])=[CH:30][CH:31]=[CH:32][C:33]=3[F:34])(=[O:26])=[O:27])[CH:21]=[CH:22][CH:23]=2)[CH:5]=[CH:4][N:3]=1. Procedure details: Following a procedure analogous to the procedure described in Intermediate 6, using N-{3-[(Z)-2-(2-chloro-4-pyrimidinyl)-1-hydroxyethenyl]phenyl}-2,6-difluorobenzenesulfonamide (1.00 g, 2.36 mmol) and 2,2-dimethylpropanethioamide (0.277 g, 2.36 mmol) the title compound was obtained (690 mg, 53.3% yield). MS (ESI): 521.1 [M+H]+.